Dataset: the Open Reaction Database (ORD), a public repository of structured organic reaction records. Task: describe an organic reaction: reactants, conditions, products, and yield Yields the product CN1C(=O)OC(c2ccc(F)cc2)C1Cc1ccc(C(F)(F)F)cc1. Reaction SMILES: [CH3:27][I:28].[CH3:29][N:30]([CH3:31])[CH:32]=[O:33].[F:1][c:2]1[cH:3][cH:4][c:5]([CH:8]2[CH:9]([CH2:14][c:15]3[cH:16][cH:17][c:18]([C:21]([F:22])([F:23])[F:24])[cH:19][cH:20]3)[NH:10][C:11](=[O:13])[O:12]2)[cH:6][cH:7]1.[H-:25].[Na+:26].[OH2:34]>>[F:1][c:2]1[cH:3][cH:4][c:5]([CH:8]2[CH:9]([CH2:14][c:15]3[cH:16][cH:17][c:18]([C:21]([F:22])([F:23])[F:24])[cH:19][cH:20]3)[N:10]([CH3:27])[C:11](=[O:13])[O:12]2)[cH:6][cH:7]1. Starting materials: CI, CN(C)C=O, O=C1NC(Cc2ccc(C(F)(F)F)cc2)C(c2ccc(F)cc2)O1, [H-], [Na+], O. The reactants are O=C([O-])[O-], N=C(N)c1ccc(CNC(=O)c2cnn(Cc3ccccc3)c2)cc1, COC(=O)Cl, Cl, [K+], [K+], C1CCOC1, O. The product is COC(=O)N=C(N)c1ccc(CNC(=O)c2cnn(Cc3ccccc3)c2)cc1. As a reaction SMILES: [C:27](=[O:28])([O-:29])[O-:30].[CH2:2]([c:3]1[cH:4][cH:5][cH:6][cH:7][cH:8]1)[n:9]1[n:10][cH:11][c:12]([C:14](=[O:15])[NH:16][CH2:17][c:18]2[cH:19][cH:20][c:21]([C:24]([NH2:25])=[NH:26])[cH:22][cH:23]2)[cH:13]1.[Cl:33][C:34](=[O:35])[O:36][CH3:37].[ClH:1].[K+:31].[K+:32].[O:39]1[CH2:40][CH2:41][CH2:42][CH2:43]1.[OH2:38]>>[CH2:2]([c:3]1[cH:4][cH:5][cH:6][cH:7][cH:8]1)[n:9]1[n:10][cH:11][c:12]([C:14](=[O:15])[NH:16][CH2:17][c:18]2[cH:19][cH:20][c:21]([C:24](=[N:25][C:34](=[O:35])[O:36][CH3:37])[NH2:26])[cH:22][cH:23]2)[cH:13]1. The reactants are FC=1C=C(C=C(C1)F)C[C@@H](C=1N(C=CN1)C1=CC=C(C=C1)OC)NC(CN1N=C(C=2CCCCC12)C(F)(F)F)=O ((S)-N-(2-(3,5-difluorophenyl)-1-(1-(4-methoxyphenyl)-1H-imidazol-2-yl)ethyl)-2-(3-(trifluoromethyl)-4,5,6,7-tetrahydro-1H-indazol-1-yl)acetamide), C1(=CC=CC=C1)C[C@H](N)C1=NC(=NO1)C1=CC=CC=C1 ((S)-2-phenyl-1-(3-phenyl-1,2,4-oxadiazol-5-yl)ethanamine), FC=1C=C2C(=CNC2=CC1)CC(=O)O (2-(5-fluoro-1H-indol-3-yl)acetic acid). Product: FC=1C=C2C(=CNC2=CC1)CC(=O)N[C@@H](CC1=CC=CC=C1)C1=NC(=NO1)C1=CC=CC=C1 ((S)-2-(5-fluoro-1H-indol-3-yl)-N-(2-phenyl-1-(3-phenyl-1,2,4-oxadiazol-5-yl)ethyl)acetamide). RXN SMILES: FC1C=C(C[C@H](NC(=O)CN2C3CCCCC=3C(C(F)(F)F)=N2)C2N(C3C=CC(OC)=CC=3)C=CN=2)C=C(F)C=1.[C:41]1([CH2:47][C@@H:48]([C:50]2[O:54][N:53]=[C:52]([C:55]3[CH:60]=[CH:59][CH:58]=[CH:57][CH:56]=3)[N:51]=2)[NH2:49])[CH:46]=[CH:45][CH:44]=[CH:43][CH:42]=1.[F:61][C:62]1[CH:63]=[C:64]2[C:68](=[CH:69][CH:70]=1)[NH:67][CH:66]=[C:65]2[CH2:71][C:72](O)=[O:73]>>[F:61][C:62]1[CH:63]=[C:64]2[C:68](=[CH:69][CH:70]=1)[NH:67][CH:66]=[C:65]2[CH2:71][C:72]([NH:49][C@H:48]([C:50]1[O:54][N:53]=[C:52]([C:55]2[CH:60]=[CH:59][CH:58]=[CH:57][CH:56]=2)[N:51]=1)[CH2:47][C:41]1[CH:42]=[CH:43][CH:44]=[CH:45][CH:46]=1)=[O:73]. Reported procedure: The title compound was prepared according to the method presented for the synthesis of compound 5F of Example 5 utilizing 18A and 2-(5-fluoro-1H-indol-3-yl)acetic acid. 1H NMR (400 MHz, DMSO) δ 10.92 (s, 1H), 8.90 (d, J=8.0 Hz, 1H), 7.94 (m, 2H), 7.68-7.39 (m, 3H), 7.37-7.06 (m, 8H), 6.85 (td, J=9.2, 2.5 Hz, 1H), 5.34 (dd, J=13.8, 9.2 Hz, 1H), 3.46-3.20 (m, 4H); MS (m/z) 441.1 [M+H]+. Starting materials: C[C@H]1NCCNC1 ((R)-(−)-2-methylpiperazine), BrC1=NC=CC=C1 (2-bromopyridine). Reaction conditions: temperature 23 celsius. Yields the product Br.C[C@@H]1CN(CCN1)C1=NC=CC=C1 (3-(R)-methyl-1-pyridin-2-yl-piperazine hydrobromide). The yield is 99.9%. Reaction SMILES: [CH3:1][C@@H:2]1[CH2:7][NH:6][CH2:5][CH2:4][NH:3]1.[Br:8][C:9]1[CH:14]=[CH:13][CH:12]=[CH:11][N:10]=1>>[BrH:8].[CH3:1][C@H:2]1[NH:3][CH2:4][CH2:5][N:6]([C:9]2[CH:14]=[CH:13][CH:12]=[CH:11][N:10]=2)[CH2:7]1 |f:2.3|. Procedure details: A solution of (R)-(−)-2-methylpiperazine (0.50 g, 0.005 mol, CAS 75336-86-6, Aldrich 39,716-4, 99%) and 2-bromopyridine (5 mL, 0.05 mol) was heated to 120° C. for 14 hours. The reaction mixture was cooled to 23° C. and partitioned between a large volume of ethyl acetate and water. The layers were separated, and then additional water was added to the ethyl acetate solution. Drops of 1N Hydrochloric acid solution were added to the water/ethyl acetate mixture with vigorous mixing until all of the p... The reactants are C(C1=CC=CC=C1)OC(CCC1=CC(=C(C=C1)O)Cl)=O (3-(3-Chloro-4-hydroxy-phenyl)-propionic acid benzyl ester), C([O-])([O-])=O.[K+].[K+] (potassium carbonate), BrCC(=O)OC(C)(C)C (t-butyl bromoacetate). Run in O (water), CN(C)C=O (DMF). Conditions: temperature 60 celsius. Yields the product C(C1=CC=CC=C1)OC(CCC1=CC(=C(C=C1)OCC(=O)OC(C)(C)C)Cl)=O (3-(4-tert-Butoxycarbonylmethoxy-3-chloro-phenyl)-propionic acid benzyl ester). As a reaction SMILES: [CH2:1]([O:8][C:9](=[O:20])[CH2:10][CH2:11][C:12]1[CH:17]=[CH:16][C:15]([OH:18])=[C:14]([Cl:19])[CH:13]=1)[C:2]1[CH:7]=[CH:6][CH:5]=[CH:4][CH:3]=1.C(=O)([O-])[O-].[K+].[K+].Br[CH2:28][C:29]([O:31][C:32]([CH3:35])([CH3:34])[CH3:33])=[O:30]>CN(C=O)C.O>[CH2:1]([O:8][C:9](=[O:20])[CH2:10][CH2:11][C:12]1[CH:17]=[CH:16][C:15]([O:18][CH2:28][C:29]([O:31][C:32]([CH3:35])([CH3:34])[CH3:33])=[O:30])=[C:14]([Cl:19])[CH:13]=1)[C:2]1[CH:7]=[CH:6][CH:5]=[CH:4][CH:3]=1 |f:1.2.3|. Procedure details: 3-(3-Chloro-4-hydroxy-phenyl)-propionic acid benzyl ester (step 1) (5.9 g, 20.3 mmol) in DMF (60 ml) was treated with potassium carbonate (5.61 g, 40.6 mmol) followed by t-butyl bromoacetate (4.49 ml, 30.4 mmol) and the mixture was heated at 60° C. overnight. The reaction mixture was diluted with water (500 ml), and the product extracted into EtOAc (450 ml). The organic portion was washed with water (200 ml), brine (200 ml), dried over MgSO4 and the solvent removed in vacuo to yield a yellow oil...